This data is from the Open Reaction Database (ORD), a public repository of structured organic reaction records. The task is: describe an organic reaction: reactants, conditions, products, and yield Reactants: NC1=C(C=NN1C1=CC2=C(NC(=N2)C)C=C1)C(=O)C=1N(C2=CC(=CC=C2C1)C)S ([5-Amino-1-(2-methyl-1H-benzimidazol-5-yl)-1H-pyrazol-4-yl]-(6-methyl-sulfanyl-1H-indol-2-yl)-methanone), C(C(F)(F)F)O (trifluoroethanol), OOS(=O)[O-].[K+] (oxone). Run at time 1.75 hour. The product is NC1=C(C=NN1C1=CC2=C(NC(=N2)C)C=C1)C(=O)C=1NC2=CC(=CC=C2C1)S(=O)(=O)C ([5-amino-1-(2-methyl-1H-benzimidazol-5-yl)-1H-pyrazol-4-yl]-(6-methanesulfonyl-1H-indol-2-yl)-methanone), solid. Isolated yield 32.0%. As a reaction SMILES: [NH2:1][C:2]1[N:6]([C:7]2[CH:16]=[CH:15][C:10]3[NH:11][C:12]([CH3:14])=[N:13][C:9]=3[CH:8]=2)[N:5]=[CH:4][C:3]=1[C:17]([C:19]1[N:20](S)[C:21]2[C:26]([CH:27]=1)=[CH:25][CH:24]=[C:23](C)[CH:22]=2)=[O:18].O[O:31][S:32]([O-:34])=O.[K+].[CH2:36](O)C(F)(F)F>>[NH2:1][C:2]1[N:6]([C:7]2[CH:16]=[CH:15][C:10]3[NH:11][C:12]([CH3:14])=[N:13][C:9]=3[CH:8]=2)[N:5]=[CH:4][C:3]=1[C:17]([C:19]1[NH:20][C:21]2[C:26]([CH:27]=1)=[CH:25][CH:24]=[C:23]([S:32]([CH3:36])(=[O:34])=[O:31])[CH:22]=2)=[O:18] |f:1.2|. Procedure: [5-Amino-1-(2-methyl-1H-benzimidazol-5-yl)-1H-pyrazol-4-yl]-(6-methyl-sulfanyl-1H-indol-2-yl)-methanone (23 mg, 0.057 mmol) was dissolved in trifluoroethanol (5 ml), and an aqueous solution (0.5 ml) of oxone (105 mg, 0.171 mmol) was added thereto. The mixture was stirred at room temperature under a nitrogen atmosphere for 1.75 hours. The reaction mixture was filtered, and the filtrate was concentrated. The resulting residue was purified by amino gel column chromatography (dichloromethane/methano...